Dataset: the Open Reaction Database (ORD), a public repository of structured organic reaction records. Task: describe an organic reaction: reactants, conditions, products, and yield The reactants are O=C([O-])[O-], CC(C)(C)OC(=O)N1CCC(OS(C)(=O)=O)CC1, [Cs+], [Cs+], CN(C)C=O, O, O=[N+]([O-])c1ccccc1O. Product: CC(C)(C)OC(=O)N1CCC(Oc2ccccc2[N+](=O)[O-])CC1. As a reaction SMILES: [C:11](=[O:12])([O-:13])[O-:14].[C:17]([CH3:18])([CH3:19])([CH3:20])[O:21][C:22](=[O:23])[N:24]1[CH2:25][CH2:26][CH:27]([O:30][S:31]([CH3:32])(=[O:33])=[O:34])[CH2:28][CH2:29]1.[Cs+:15].[Cs+:16].[O:35]=[CH:36][N:37]([CH3:38])[CH3:39].[OH2:40].[OH:1][c:2]1[cH:3][cH:4][cH:5][cH:6][c:7]1[N+:8]([O-:9])=[O:10]>>[O:1]([c:2]1[cH:3][cH:4][cH:5][cH:6][c:7]1[N+:8]([O-:9])=[O:10])[CH:27]1[CH2:26][CH2:25][N:24]([C:22]([O:21][C:17]([CH3:18])([CH3:19])[CH3:20])=[O:23])[CH2:29][CH2:28]1. Reactants: O=C(O)c1ccc[n+]([O-])c1, CC(C)N=C=NC(C)C, CN(C)c1ccncc1, CO, CCOCC, O=C1OC(Cn2ccnn2)CN1c1ccc(-c2ccc(C3=NOC(CO)C3)nc2)c(F)c1, CN(C)C=O. The product is O=C(OCC1CC(c2ccc(-c3ccc(N4CC(Cn5ccnn5)OC4=O)cc3F)cn2)=NO1)c1ccc[n+]([O-])c1. As a reaction SMILES: [C:33]([c:34]1[cH:35][n+:36]([O-:40])[cH:37][cH:38][cH:39]1)(=[O:41])[OH:42].[CH3:43][CH:44]([N:45]=[C:46]=[N:47][CH:48]([CH3:49])[CH3:50])[CH3:51].[CH3:52][N:53]([CH3:54])[c:55]1[cH:56][cH:57][n:58][cH:59][cH:60]1.[CH3:66][OH:67].[CH3:68][CH2:69][O:70][CH2:71][CH3:72].[F:1][c:2]1[cH:3][c:4]([N:21]2[C:22](=[O:32])[O:23][CH:24]([CH2:26][n:27]3[n:28][n:29][cH:30][cH:31]3)[CH2:25]2)[cH:5][cH:6][c:7]1-[c:8]1[cH:9][n:10][c:11]([C:14]2=[N:15][O:16][CH:17]([CH2:19][OH:20])[CH2:18]2)[cH:12][cH:13]1.[O:61]=[CH:62][N:63]([CH3:64])[CH3:65]>>[F:1][c:2]1[cH:3][c:4]([N:21]2[C:22](=[O:32])[O:23][CH:24]([CH2:26][n:27]3[n:28][n:29][cH:30][cH:31]3)[CH2:25]2)[cH:5][cH:6][c:7]1-[c:8]1[cH:9][n:10][c:11]([C:14]2=[N:15][O:16][CH:17]([CH2:19][O:20][C:33]([c:34]3[cH:35][n+:36]([O-:40])[cH:37][cH:38][cH:39]3)=[O:41])[CH2:18]2)[cH:12][cH:13]1.